From a dataset of the Open Reaction Database (ORD), a public repository of structured organic reaction records. describe an organic reaction: reactants, conditions, products, and yield Starting materials: 10.2, O=C(CC)C1(CCN(CC1)C(=O)OCC)NC1=CC=CC=C1 (ethyl 4-(1-oxopropyl)-4-(phenylamino)-1-piperidinecarboxylate), [OH-].[K+] (potassium hydroxide). The solvent is CC(C)O (2-propanol). Product: C1(=CC=CC=C1)NC1(CCNCC1)C(CC)=O (1-[4-(phenylamino)-4-piperidinyl]-1-propanone). Reaction SMILES: [O:1]=[C:2]([C:5]1([NH:16][C:17]2[CH:22]=[CH:21][CH:20]=[CH:19][CH:18]=2)[CH2:10][CH2:9][N:8](C(OCC)=O)[CH2:7][CH2:6]1)[CH2:3][CH3:4].[OH-].[K+]>CC(O)C>[C:17]1([NH:16][C:5]2([C:2](=[O:1])[CH2:3][CH3:4])[CH2:10][CH2:9][NH:8][CH2:7][CH2:6]2)[CH:22]=[CH:21][CH:20]=[CH:19][CH:18]=1 |f:1.2|. Procedure details: A mixture of 10.2 parts of ethyl 4-(1-oxopropyl)-4-(phenylamino)-1-piperidinecarboxylate, 19.8 parts of potassium hydroxide and 90 parts of 2-propanol is stirred and refluxed for 4 hours. The reaction mixture is evaporated and 200 parts of water are added to the residue. The whole is concentrated to a volume of about 100 parts. The product is extracted with trichloromethane. The extract is washed with water, dried, filtered and evaporated. The residue is purified by column-chromatography over si...